From a dataset of the Open Reaction Database (ORD), a public repository of structured organic reaction records. describe an organic reaction: reactants, conditions, products, and yield Reactants: C(C)(C)(C)OC(N(C)C1CCC(CC1)NCC1=C(C=CC(=C1)C=1C(=NC=CC1)F)OC)=O ({4-[5-(2-Fluoro-pyridin-3-yl)-2-methoxy-benzylamino]-cyclohexyl}-methyl-carbamic acid tert-butyl ester), ClC=1C2=C(SC1C(=O)Cl)C(=CC=C2F)F (3-Chloro-4,7-difluoro-benzo[b]thiophene-2-carbonyl chloride). Product: FC1=NC=CC=C1C=1C=CC(=C(CN(C(=O)C2=C(C3=C(S2)C(=CC=C3F)F)Cl)C3CCC(CC3)NC)C1)OC (3-Chloro-4,7-difluoro-benzo[b]thiophene-2-carboxylic acid [5-(2-fluoro-pyridin-3-yl)-2-methoxy-benzyl]-(4-methylamino-cyclohexyl)-amide). RXN SMILES: C(O[C:6](=O)[N:7]([CH:9]1[CH2:14][CH2:13][CH:12]([NH:15][CH2:16][C:17]2[CH:22]=[C:21]([C:23]3[C:24]([F:29])=[N:25][CH:26]=[CH:27][CH:28]=3)[CH:20]=[CH:19][C:18]=2[O:30][CH3:31])[CH2:11][CH2:10]1)C)(C)(C)C.[Cl:33][C:34]1[C:35]2[C:45]([F:46])=[CH:44][CH:43]=[C:42]([F:47])[C:36]=2[S:37][C:38]=1[C:39](Cl)=[O:40]>>[F:29][C:24]1[C:23]([C:21]2[CH:20]=[CH:19][C:18]([O:30][CH3:31])=[C:17]([CH:22]=2)[CH2:16][N:15]([CH:12]2[CH2:11][CH2:10][CH:9]([NH:7][CH3:6])[CH2:14][CH2:13]2)[C:39]([C:38]2[S:37][C:36]3[C:42]([F:47])=[CH:43][CH:44]=[C:45]([F:46])[C:35]=3[C:34]=2[Cl:33])=[O:40])=[CH:28][CH:27]=[CH:26][N:25]=1. Procedure: Following the synthetic protocol described in Method D′; 3-Chloro-4,7-difluoro-benzo[b]thiophene-2-carboxylic acid [5-(2-fluoro-pyridin-3-yl)-2-methoxy-benzyl]-(4-methylamino-cyclohexyl)-amide is prepared starting from {4-[5-(2-Fluoro-pyridin-3-yl)-2-methoxy-benzylamino]-cyclohexyl}-methyl-carbamic acid tert-butyl ester and 3-Chloro-4,7-difluoro-benzo[b]thiophene-2-carbonyl chloride. The desired product is isolated in 45%. RXN SMILES: [C:1]([N:4]1[CH2:9][CH2:8][CH:7]([OH:10])[CH2:6][CH2:5]1)(=[O:3])[CH3:2].[H-].[Na+].[CH2:13]1O[CH:14]1[C:15]1[CH:20]=[CH:19][CH:18]=[CH:17][CH:16]=1.C([OH:25])(C)C>O1CCCC1.CN(C)C=O>[C:1]([N:4]1[CH2:9][CH2:8][CH:7]([O:10][CH2:13][CH2:14][C:15]2[CH:20]=[CH:19][CH:18]=[CH:17][C:16]=2[OH:25])[CH2:6][CH2:5]1)(=[O:3])[CH3:2] |f:1.2|. Reactants: C1C(C2=CC=CC=C2)O1 (styrene oxide), C(C)(=O)N1CCC(CC1)O (N-Acetyl-4-hydroxypiperidine), [H-].[Na+] (sodium hydride), C(C)(C)O (isopropanol). The product is C(C)(=O)N1CCC(CC1)OCCC1=C(C=CC=C1)O (N-acetyl-4(2-hydroxyphenethyloxy)piperidine). The solvent is O1CCCC1 (THF), CN(C=O)C (dimethylformamide), O1CCCC1 (tetrahydrofuran), O1CCCC1 (tetrahydrofuran). Procedure details: N-Acetyl-4-hydroxypiperidine (5.0 g.) in tetrahydrofuran (THF) (50 ml.) was added to a stirred suspension of sodium hydride (1.84 g., 50% dispersion in mineral oil) in tetrahydrofuran (THF) (25 ml.) under an atmosphere of nitrogen. When effervescence had ceased, styrene oxide (4.6 g.) in THF (25 ml.) was added, then the reaction mixture was diluted with dimethylformamide (DMF) (25 ml.) and stirred at 60° C. for 18 hours. After addition of isopropanol to the cooled solution, the solvent was remov... Reaction conditions: temperature 60 celsius, time 18 hour.